This data is from the Open Reaction Database (ORD), a public repository of structured organic reaction records. The task is: describe an organic reaction: reactants, conditions, products, and yield The reactants are COc1ccc2c(c1)Oc1cc(OC)ccc1C2(C)C, O=CN1CCCCC1, [Li]CCCC. The product is COc1ccc2c(c1)Oc1c(ccc(OC)c1C=O)C2(C)C. RXN SMILES: [CH3:1][O:2][c:3]1[cH:4][cH:5][c:6]2[c:15]([cH:16]1)[O:14][c:13]1[c:8]([cH:9][cH:10][c:11]([O:17][CH3:18])[cH:12]1)[C:7]2([CH3:19])[CH3:20].[CH:26](=[O:27])[N:28]1[CH2:29][CH2:30][CH2:31][CH2:32][CH2:33]1.[Li:21][CH2:22][CH2:23][CH2:24][CH3:25]>>[CH3:1][O:2][c:3]1[cH:4][cH:5][c:6]2[c:15]([cH:16]1)[O:14][c:13]1[c:8]([cH:9][cH:10][c:11]([O:17][CH3:18])[c:12]1[CH:26]=[O:27])[C:7]2([CH3:19])[CH3:20]. RXN SMILES: [C:38]([C:39](=[CH2:40])[CH3:41])(=[O:42])[O:43][CH2:44][CH:45]1[CH2:46][O:47]1.[CH2:12]([N+:13]([CH2:14][CH2:15][CH2:16][CH2:17][CH2:18][CH2:19][CH2:20][CH3:21])([CH2:22][CH2:23][CH2:24][CH2:25][CH2:26][CH2:27][CH2:28][CH3:29])[CH3:30])[CH2:31][CH2:32][CH2:33][CH2:34][CH2:35][CH2:36][CH3:37].[CH3:49][c:50]1[cH:51][cH:52][cH:53][cH:54][cH:55]1.[N+:8]([O-:9])([O-:10])=[O:11].[OH2:48].[OH:6][OH:7].[P:1](=[O:2])([OH:3])([OH:4])[OH:5]>>[C:38]([C:39](=[CH2:40])[CH3:41])(=[O:42])[O:43][CH2:44][CH:45]=[CH2:46]. Starting materials: C=C(C)C(=O)OCC1CO1, CCCCCCCC[N+](C)(CCCCCCCC)CCCCCCCC, Cc1ccccc1, O=[N+]([O-])[O-], O, OO, O=P(O)(O)O. The product is C=CCOC(=O)C(=C)C. Reactants: O=S(=O)(O)Cl, O=C(CCl)NCc1cc2c(cc1O)CCC2, O. Product: O=C(CCl)NCc1cc2c(c(S(=O)(=O)Cl)c1O)CCC2. As a reaction SMILES: [Cl:18][S:19](=[O:20])(=[O:21])[OH:22].[Cl:1][CH2:2][C:3](=[O:4])[NH:5][CH2:6][c:7]1[c:8]([OH:16])[cH:9][c:10]2[c:14]([cH:15]1)[CH2:13][CH2:12][CH2:11]2.[OH2:17]>>[Cl:1][CH2:2][C:3](=[O:4])[NH:5][CH2:6][c:7]1[c:8]([OH:16])[c:9]([S:19]([Cl:18])(=[O:20])=[O:21])[c:10]2[c:14]([cH:15]1)[CH2:13][CH2:12][CH2:11]2. Starting materials: ClC=1C(NC(C1C1=CC=C(C=C1)Cl)=O)=O (3-chloro-4-(4-chlorophenyl)-1H-pyrrole-2,5-dione), NC=1C=NC=CC1 (3-aminopyridine). Run in C1CCOC1 (THF). Reaction conditions: temperature 50 celsius, time 8 hour. Product: [Cl-].NC=1C=[N+](C=CC1)C=1C(NC(C1C1=CC=C(C=C1)Cl)=O)=O (3-Amino-1-[4-(4-chlorophenyl)-2,5-dioxo-1H-pyrrol-3-yl]pyridinium chloride). RXN SMILES: [Cl:1][C:2]1[C:3](=[O:15])[NH:4][C:5](=[O:14])[C:6]=1[C:7]1[CH:12]=[CH:11][C:10]([Cl:13])=[CH:9][CH:8]=1.[NH2:16][C:17]1[CH:18]=[N:19][CH:20]=[CH:21][CH:22]=1>C1COCC1>[Cl-:1].[NH2:16][C:17]1[CH:18]=[N+:19]([C:2]2[C:3](=[O:15])[NH:4][C:5](=[O:14])[C:6]=2[C:7]2[CH:12]=[CH:11][C:10]([Cl:13])=[CH:9][CH:8]=2)[CH:20]=[CH:21][CH:22]=1 |f:3.4|. Procedure details: A mixture of 3-chloro-4-(4-chlorophenyl)-1H-pyrrole-2,5-dione (100 mg, 0.41 mmol) and 3-aminopyridine (42.7 mg, 0.45 mmol) in dry THF (2.5 mL) was heated at 50° C. for 2 hours then stirred at room temperature overnight. The resulting suspension was filtered and the solid washed with dichloromethane (20 mL), then hexane (10 mL) to give the title compound as a solid. The reactants are C(C)N(CCCCC(=O)C1=CC=2CC3=CC(=CC=C3C2C=C1)C(CCCCN(CC)CC)=O)CC (2,7-bis(5-diethylaminovaleryl)fluorene), [OH-].C(C1=CC=CC=C1)[N+](C)(C)C (benzyltrimethylammonium hydroxide), O=O (oxygen). Run in N1=CC=CC=C1 (pyridine), N1=CC=CC=C1 (pyridine). Product: C(C)N(CCCCC(=O)C1=CC=2C(C3=CC(=CC=C3C2C=C1)C(CCCCN(CC)CC)=O)=O)CC (2,7-bis(5-diethylaminovaleryl)fluoren-9-one). RXN SMILES: [CH2:1]([N:3]([CH2:34][CH3:35])[CH2:4][CH2:5][CH2:6][CH2:7][C:8]([C:10]1[CH:22]=[CH:21][C:20]2[C:19]3[C:14](=[CH:15][C:16]([C:23](=[O:33])[CH2:24][CH2:25][CH2:26][CH2:27][N:28]([CH2:31][CH3:32])[CH2:29][CH3:30])=[CH:17][CH:18]=3)[CH2:13][C:12]=2[CH:11]=1)=[O:9])[CH3:2].[OH-:36].C([N+](C)(C)C)C1C=CC=CC=1.O=O>N1C=CC=CC=1>[CH2:34]([N:3]([CH2:1][CH3:2])[CH2:4][CH2:5][CH2:6][CH2:7][C:8]([C:10]1[CH:22]=[CH:21][C:20]2[C:19]3[C:14](=[CH:15][C:16]([C:23](=[O:33])[CH2:24][CH2:25][CH2:26][CH2:27][N:28]([CH2:29][CH3:30])[CH2:31][CH3:32])=[CH:17][CH:18]=3)[C:13](=[O:36])[C:12]=2[CH:11]=1)=[O:9])[CH3:35] |f:1.2|. Reported procedure: A solution of 12.0 g (0.025 mole) 2,7-bis(5-diethylaminovaleryl)fluorene, prepared in Example 29, 2.0 ml 40% benzyltrimethylammonium hydroxide in pyridine and 200 ml pyridine is stirred at room temperature while oxygen is bubbled through the solution at a rate of 500 ml/min. for a total of four hours. The reaction mixture is evaporated to dryness leaving a residue which is chromatographed on alumina using chloroform as the eluant. The solvent is removed from the reaction collected leaving a soli... Reactants: CN(CCN(C)C(=O)OC(C)(C)C)C(=O)NC(Cc1ccccc1)C(=O)OCc1ccccc1, CCOC(C)=O, Cl. Product: CNCCN(C)C(=O)NC(Cc1ccccc1)C(=O)OCc1ccccc1, Cl. Reaction SMILES: [CH2:1]([c:2]1[cH:3][cH:4][cH:5][cH:6][cH:7]1)[O:8][C:9]([CH:10]([NH:11][C:12](=[O:13])[N:14]([CH3:15])[CH2:16][CH2:17][N:18]([CH3:19])[C:20]([O:21][C:22]([CH3:23])([CH3:24])[CH3:25])=[O:26])[CH2:27][c:28]1[cH:29][cH:30][cH:31][cH:32][cH:33]1)=[O:34].[CH3:36][CH2:37][O:38][C:39](=[O:40])[CH3:41].[ClH:35]>>[CH2:1]([c:2]1[cH:3][cH:4][cH:5][cH:6][cH:7]1)[O:8][C:9]([CH:10]([NH:11][C:12](=[O:13])[N:14]([CH3:15])[CH2:16][CH2:17][NH:18][CH3:19])[CH2:27][c:28]1[cH:29][cH:30][cH:31][cH:32][cH:33]1)=[O:34].[ClH:35]. Product: C(C)(C)(C)C1=C(C(=CC(=C1)C(C)(C)C)C(C)(C)C)[O-].[Na+] (sodium 2,4,6-tri-t-butyl phenolate). RXN SMILES: [C:1]([C:5]1[CH:10]=[C:9]([C:11]([CH3:14])([CH3:13])[CH3:12])[CH:8]=[C:7]([C:15]([CH3:18])([CH3:17])[CH3:16])[C:6]=1[OH:19])([CH3:4])([CH3:3])[CH3:2].C(N(CCC)CCC)CC.C[O-].[Na+:32]>CO>[C:1]([C:5]1[CH:10]=[C:9]([C:11]([CH3:14])([CH3:13])[CH3:12])[CH:8]=[C:7]([C:15]([CH3:18])([CH3:17])[CH3:16])[C:6]=1[O-:19])([CH3:4])([CH3:3])[CH3:2].[Na+:32] |f:2.3,5.6|. Procedure: 66.9 g of 2,4,6-tri-t-butylphenol was dissolved or dispersed into 213.5 g of tri-n-propyl amin. To this solution was added 13.5 of sodium methoxide. The mixture was heated in flask until reflux occurred at about 150° C. When the reflux temperature dropped below 150° C., distillate was condensed and removed from the reaction mixture until the vapor temperature in the flask rose above 150° C. then the mixture was again refluxed. When the vapor temperature dropped below 150° C., distillate was cond... The reactants are C(C)(C)(C)C1=C(C(=CC(=C1)C(C)(C)C)C(C)(C)C)O (2,4,6-tri-t-butylphenol), C(CC)N(CCC)CCC (tri-n-propyl amin), C[O-].[Na+] (sodium methoxide). The solvent is CO (CH3OH), CO (methyl alcohol).